From a dataset of the Open Reaction Database (ORD), a public repository of structured organic reaction records. describe an organic reaction: reactants, conditions, products, and yield The reactants are [BH4-], C1CCOC1, CC(=O)O, [Na+], CC(C)(C)OC(=O)N1CCC2(CCC(=O)CC2)CC1. Product: CC(C)(C)OC(=O)N1CCC2(CCC(O)CC2)CC1. RXN SMILES: [BH4-:20].[CH2:26]1[O:27][CH2:28][CH2:29][CH2:30]1.[CH3:22][C:23](=[O:24])[OH:25].[Na+:21].[O:1]=[C:2]1[CH2:3][CH2:4][C:5]2([CH2:6][CH2:7][N:8]([C:11](=[O:12])[O:13][C:14]([CH3:15])([CH3:16])[CH3:17])[CH2:9][CH2:10]2)[CH2:18][CH2:19]1>>[OH:1][CH:2]1[CH2:3][CH2:4][C:5]2([CH2:6][CH2:7][N:8]([C:11](=[O:12])[O:13][C:14]([CH3:15])([CH3:16])[CH3:17])[CH2:9][CH2:10]2)[CH2:18][CH2:19]1. Starting materials: [OH-].[Na+] (sodium hydroxide), S(=O)([O-])S(=O)[O-].[Na+].[Na+] (sodium dithionite), C(#N)C1=C(C=C(C(=C1OC1CCC1)OC)OC)[N+](=O)[O-] (2-cyano-3-cyclobutyloxy-4,5-dimethoxynitrobenzene). The reagents and catalysts are [Cl-].C(CCC)[N+](CCCC)(CCCC)CCCC (tetra-n-butylammonium chloride). Solvent: ClCCl (dichloromethane), O (water), ClCCl (dichloromethane). Conditions: time 90 minute. The product is C(#N)C1=C(N)C=C(C(=C1OC1CCC1)OC)OC (2-Cyano-3-cyclobutyloxy-4,5-dimethoxyaniline). The yield is 84.2%. RXN SMILES: S(S([O-])=O)([O-])=O.[Na+].[Na+].[C:9]([C:11]1[C:16]([O:17][CH:18]2[CH2:21][CH2:20][CH2:19]2)=[C:15]([O:22][CH3:23])[C:14]([O:24][CH3:25])=[CH:13][C:12]=1[N+:26]([O-])=O)#[N:10].[OH-].[Na+]>O.[Cl-].C([N+](CCCC)(CCCC)CCCC)CCC.ClCCl>[C:9]([C:11]1[C:16]([O:17][CH:18]2[CH2:21][CH2:20][CH2:19]2)=[C:15]([O:22][CH3:23])[C:14]([O:24][CH3:25])=[CH:13][C:12]=1[NH2:26])#[N:10] |f:0.1.2,4.5,7.8|. Reported procedure: A solution of sodium dithionite (27.6 g, 0.144 mol) in water (100 ml) was added to a solution of 2-cyano-3-cyclobutyloxy-4,5-dimethoxynitrobenzene (4.0 g, 0.0143 mol) and tetra-n-butylammonium chloride (2.33 g, 0.0084 mol) in dichloromethane (100 ml) and the reaction stirred vigorously for 90 minutes. 2N aqueous sodium hydroxide solution (100 ml) and dichloromethane (100 ml) were then added and stirring continued for 5 minutes. The aqueous phase was extracted with further dichloromethane (400 ml... The reactants are [H-].[Al+3].[Li+].[H-].[H-].[H-] (lithium aluminum hydride), C(C)OC(C(CCCCSCCCCC(C)(C1=CC=CC=C1)C(=O)OCC)(C1=CC=CC=C1)C)=O (6-(5-ethoxycarbonyl-5-phenylhexylsulfanyl)-2-methyl-2-phenyl-hexanoic acid ethyl ester). Run in C(C)OCC (diethyl ether), C(C)OCC (diethyl ether). Reaction conditions: time 8 hour. Product: OCC(CCCCSCCCCC(CO)(C1=CC=CC=C1)C)(C1=CC=CC=C1)C (6-(6-hydroxy-5-methyl-5-phenylhexylsulfanyl)-2-methyl-2-phenylhexan-1-ol). Yield: 71.8%. Reaction SMILES: [H-].[Al+3].[Li+].[H-].[H-].[H-].C([O:9][C:10](=O)[C:11]([CH3:40])([C:34]1[CH:39]=[CH:38][CH:37]=[CH:36][CH:35]=1)[CH2:12][CH2:13][CH2:14][CH2:15][S:16][CH2:17][CH2:18][CH2:19][CH2:20][C:21]([C:29](OCC)=[O:30])([C:23]1[CH:28]=[CH:27][CH:26]=[CH:25][CH:24]=1)[CH3:22])C>C(OCC)C>[OH:9][CH2:10][C:11]([CH3:40])([C:34]1[CH:39]=[CH:38][CH:37]=[CH:36][CH:35]=1)[CH2:12][CH2:13][CH2:14][CH2:15][S:16][CH2:17][CH2:18][CH2:19][CH2:20][C:21]([CH3:22])([C:23]1[CH:28]=[CH:27][CH:26]=[CH:25][CH:24]=1)[CH2:29][OH:30] |f:0.1.2.3.4.5|. Reported procedure: Under nitrogen atmosphere, to a solution of lithium aluminum hydride (1.0 M solution in diethyl ether, 60 mL, 60 mmol) in diethyl ether (150 mL) was added a solution of 6-(5-ethoxycarbonyl-5-phenylhexylsulfanyl)-2-methyl-2-phenyl-hexanoic acid ethyl ester (9.45 g, 18 mmol) in anhydrous diethyl ether (50 mL). The reaction mixture was heated to reflux for 3 h and was stirred at rt overnight. The excess of lithium aluminum hydride was carefully quenched by addition of ethyl acetate (20 mL) and the ... Starting materials: CC(NC(=O)C(C)(C)Oc1ccc(C(F)(F)F)cn1)C(Cc1ccc(O)cc1)c1cc(F)cc(C#N)c1, O=C([O-])[O-], CS(=O)(=O)OCCF, CN(C)C=O, [Cs+], [Cs+]. Product: CC(NC(=O)C(C)(C)Oc1ccc(C(F)(F)F)cn1)C(Cc1ccc(OCCF)cc1)c1cc(F)cc(C#N)c1. Reaction SMILES: [C:1](#[N:2])[c:3]1[cH:4][c:5]([CH:10]([CH:11]([CH3:12])[NH:13][C:14]([C:15]([CH3:16])([CH3:17])[O:18][c:19]2[n:20][cH:21][c:22]([C:25]([F:26])([F:27])[F:28])[cH:23][cH:24]2)=[O:29])[CH2:30][c:31]2[cH:32][cH:33][c:34]([OH:37])[cH:35][cH:36]2)[cH:6][c:7]([F:9])[cH:8]1.[C:38](=[O:39])([O-:40])[O-:41].[CH3:44][S:45]([O:46][CH2:49][CH2:50][F:51])(=[O:47])=[O:48].[CH3:52][N:53]([CH3:54])[CH:55]=[O:56].[Cs+:42].[Cs+:43]>>[C:1](#[N:2])[c:3]1[cH:4][c:5]([CH:10]([CH:11]([CH3:12])[NH:13][C:14]([C:15]([CH3:16])([CH3:17])[O:18][c:19]2[n:20][cH:21][c:22]([C:25]([F:26])([F:27])[F:28])[cH:23][cH:24]2)=[O:29])[CH2:30][c:31]2[cH:32][cH:33][c:34]([O:37][CH2:49][CH2:50][F:51])[cH:35][cH:36]2)[cH:6][c:7]([F:9])[cH:8]1. Reactants: NC1=CC=C2CCN(C2=C1)CC1=C(C=C(C(=O)OC)C=C1)OC (methyl 4-(6-aminoindolin-1-ylmethyl)-3-methoxybenzoate), C1(CCCC1)CC(=O)O (2-cyclopentylacetic acid). The product is C1(CCCC1)CC(=O)NC1=CC=C2CCN(C2=C1)CC1=C(C=C(C(=O)OC)C=C1)OC (methyl 4-[6-(2-cyclopentylacetamido) indolin-1-ylmethyl]-3-methoxybenzoate). Yield: 26.0%. As a reaction SMILES: [NH2:1][C:2]1[CH:10]=[C:9]2[C:5]([CH2:6][CH2:7][N:8]2[CH2:11][C:12]2[CH:21]=[CH:20][C:15]([C:16]([O:18][CH3:19])=[O:17])=[CH:14][C:13]=2[O:22][CH3:23])=[CH:4][CH:3]=1.[CH:24]1([CH2:29][C:30](O)=[O:31])[CH2:28][CH2:27][CH2:26][CH2:25]1>>[CH:24]1([CH2:29][C:30]([NH:1][C:2]2[CH:10]=[C:9]3[C:5]([CH2:6][CH2:7][N:8]3[CH2:11][C:12]3[CH:21]=[CH:20][C:15]([C:16]([O:18][CH3:19])=[O:17])=[CH:14][C:13]=3[O:22][CH3:23])=[CH:4][CH:3]=2)=[O:31])[CH2:28][CH2:27][CH2:26][CH2:25]1. Procedure: Using a similar procedure to that described in Example 185, but starting from methyl 4-(6-aminoindolin-1-ylmethyl)-3-methoxybenzoate and 2-cyclopentylacetic acid, there was obtained methyl 4-[6-(2-cyclopentylacetamido) indolin-1-ylmethyl]-3-methoxybenzoate in 26% yield as an off-white solid, partial NMR: 2.3 (br s,3H,CHCH2), 3.0 (t,2H,H3 -indoline), 3.4 (t,2H,H2 -indoline). As a reaction SMILES: [CH3:1][CH:2]([CH:6]([CH3:9])[CH2:7][CH3:8])[C:3]([OH:5])=[O:4].C(Cl)Cl.C(Cl)(=O)C(Cl)=O.[Cl:19][C:20]1[CH:21]=[CH:22][C:23]2[S:28][C:27]3=[CH:29][N:30]([CH2:41]O)[C:31](=[O:40])[C:32]([C:33]4[CH:38]=[CH:37][C:36]([Cl:39])=[CH:35][CH:34]=4)=[C:26]3[NH:25][C:24]=2[CH:43]=1>N1C=CC=CC=1>[Cl:19][C:20]1[CH:21]=[CH:22][C:23]2[S:28][C:27]3=[CH:29][N:30]([CH2:41][O:4][C:3](=[O:5])[CH:2]([CH3:1])[CH:6]([CH3:9])[CH2:7][CH3:8])[C:31](=[O:40])[C:32]([C:33]4[CH:38]=[CH:37][C:36]([Cl:39])=[CH:35][CH:34]=4)=[C:26]3[NH:25][C:24]=2[CH:43]=1. Reactants: CC(C(=O)O)C(CC)C (2,3-dimethylvaleric acid), ClC=1C=CC2=C(NC=3C(S2)=CN(C(C3C3=CC=C(C=C3)Cl)=O)CO)C1 (7-chloro-4-(4-chlorophenyl)-2-(hydroxymethyl)-5H-pyrido[3,4-b][1,4]benzothiazin-3(2H)-one), C(Cl)Cl (methylene chloride), C(C(=O)Cl)(=O)Cl (oxalyl chloride). The solvent is N1=CC=CC=C1 (pyridine). The yield is 76.0%. Procedure: A mixture of 2.06 g. of 2,3-dimethylvaleric acid (15.8 mmol). in 30 ml. of methylene chloride was cooled in a cold water bath and treated with 2.0 g. of oxalyl chloride (15.8 mmol.). The resulting solution was stirred at room temperature for 2 hours, then the methylene chloride was removed under reduced pressure. The resulting residue was added dropwise to a cold, stirred suspension of 1.2 g. of 7-chloro-4-(4-chlorophenyl)-2-(hydroxymethyl)-5H-pyrido[3,4-b][1,4]benzothiazin-3(2H)-one (3.1 mmol.)... Reaction conditions: time 2 hour. Yields the product ClC=1C=CC2=C(NC=3C(S2)=CN(C(C3C3=CC=C(C=C3)Cl)=O)COC(C(C(CC)C)C)=O)C1 (7-chloro-4-(4-chlorophenyl)-2-[(2,3-dimethyl-1-oxopentoxy)methyl]-5H-pyrido[3,4-b][1,4]benzothiazin-3(2H)-one).